This data is from the Open Reaction Database (ORD), a public repository of structured organic reaction records. The task is: describe an organic reaction: reactants, conditions, products, and yield As a reaction SMILES: [CH3:1]C(C)([O-])C.[K+].[C:7]([O:10][C:11]1[CH:24]=[C:23]2[C:14]([NH:15][C:16]3[C:21]([S:22]2)=[CH:20][CH:19]=[CH:18][CH:17]=3)=[C:13]2[CH:25]=[CH:26][CH:27]=[CH:28][C:12]=12)(=O)C.CI.C(OCC)C>CN(C=O)C.[Cl-].[Na+].O>[CH3:7][O:10][C:11]1[CH:24]=[C:23]2[C:14]([N:15]([CH3:1])[C:16]3[C:21]([S:22]2)=[CH:20][CH:19]=[CH:18][CH:17]=3)=[C:13]2[CH:25]=[CH:26][CH:27]=[CH:28][C:12]=12 |f:0.1,6.7.8|. Product: COC1=C2C(=C3N(C4=CC=CC=C4SC3=C1)C)C=CC=C2 (5-methoxy-12-methyl-12H-benzo[a]phenothiazine). Run in CN(C)C=O (DMF), [Cl-].[Na+].O (brine). Starting materials: C(C)OCC (Diethyl ether), CC(C)([O-])C.[K+] (Potassium tert. butoxide), C(C)(=O)OC1=C2C(=C3NC4=CC=CC=C4SC3=C1)C=CC=C2 (5-acetoxy-12H-benzo[a]phenothiazine), CI (methyl iodide). Run at time 15 minute. Procedure: Potassium tert. butoxide (1.3 gm) was added to a solution of 5-acetoxy-12H-benzo[a]phenothiazine (from Example 1) (2.0 gm) and methyl iodide (4 ml) in DMF (20 ml). The reaction mixture was cooled with an ice-bath and stirred for 15 minutes. Diethyl ether (100 ml) was added to the reaction mixture followed by brine (100 ml). The ether layer was decanted, washed with brine, dried and evaporated to dryness. The resulting oily residue was chromatographed on silica gel (10% EtOAc/hexane) to afford 5-... Starting materials: NC=1C=C(C=CC1)S (3-amino-benzenethiol), Cl.ClC1CCN(CC1)C (4-chloro-1-methyl-piperidine hydrochloride), C([O-])([O-])=O.[Cs+].[Cs+] (cesium carbonate). Run in CN(C=O)C (dimethylformamide). Reaction conditions: temperature 80 celsius, time 18 hour. Product: CN1CCC(CC1)SC=1C=C(C=CC1)N (3-(1-Methyl-piperidin-4-ylsulfanyl)-phenyl amine). Yield: 58.1%. As a reaction SMILES: [NH2:1][C:2]1[CH:3]=[C:4]([SH:8])[CH:5]=[CH:6][CH:7]=1.Cl.Cl[CH:11]1[CH2:16][CH2:15][N:14]([CH3:17])[CH2:13][CH2:12]1.C(=O)([O-])[O-].[Cs+].[Cs+]>CN(C)C=O>[CH3:17][N:14]1[CH2:15][CH2:16][CH:11]([S:8][C:4]2[CH:3]=[C:2]([NH2:1])[CH:7]=[CH:6][CH:5]=2)[CH2:12][CH2:13]1 |f:1.2,3.4.5|. Reported procedure: Combine 3-amino-benzenethiol (1.87 mL, 17.83 mmol), 4-chloro-1-methyl-piperidine hydrochloride (2.0 g, 11.76 mmol), cesium carbonate (8.42 g, 25.87 mmol), and dimethylformamide (60 mL), stir and heat at 80° C. After 18 hr., cool to ambient temperature and filter. Wash the filtrate with water (3×20 mL) and extract with diethyl ether (2×30 mL). Combine the organic layers, dry over magnesium sulfate, filter and concentrate. Purify through a plug of silica gel using dichloromethane/2.0 M ammonia in ... Reactants: ClC1=NC(=NC(=C1)Cl)CC(=S)OCC (ethyl 4,6-dichloro-2-pyrimidinylthioacetate), aqueous solution, CNC (dimethylamine). The solvent is C(C)#N (acetonitrile). Reaction conditions: temperature 0 celsius, time 1 hour. Yields the product ClC1=NC(=NC(=C1)N(C)C)CC(=S)OCC ([4-Chloro-6-dimethylamino-2-pyrimidinyl]-thioacetic acid, ethyl ester). Reaction SMILES: Cl[C:2]1[CH:7]=[C:6]([Cl:8])[N:5]=[C:4]([CH2:9][C:10]([O:12][CH2:13][CH3:14])=[S:11])[N:3]=1.[CH3:15][NH:16][CH3:17]>C(#N)C>[Cl:8][C:6]1[CH:7]=[C:2]([N:16]([CH3:17])[CH3:15])[N:3]=[C:4]([CH2:9][C:10]([O:12][CH2:13][CH3:14])=[S:11])[N:5]=1. Reported procedure: A solution of ethyl 4,6-dichloro-2-pyrimidinylthioacetate (6 g) in acetonitrile (25 ml) is treated with a 33% aqueous solution of dimethylamine (6.4 ml). The mixture is left to stand at room temperature for 1 hour, then is cooled for 2 hours at 0° C. The precipitate is filtered, washed with a small quantity of acetonitrile: 4.85 g of the desired product are obtained (III, 29). Starting materials: CCOC(=O)Nc1ccccc1Br, CC[O-], CO, CCOC(C)=O, [Cl-], [Na+], O, O, c1ccc(-c2ccccn2)nc1. Product: CCOC(=O)Nc1ccccc1OCC. As a reaction SMILES: [Br:1][c:2]1[c:3]([NH:8][C:9](=[O:10])[O:11][CH2:12][CH3:13])[cH:4][cH:5][cH:6][cH:7]1.[CH3:15][CH2:16][O-:17].[CH3:33][OH:34].[CH3:35][CH2:36][O:37][C:38](=[O:39])[CH3:40].[Cl-:20].[Na+:14].[OH2:18].[OH2:19].[cH:21]1[cH:22][n:23][c:24](-[c:25]2[n:26][cH:27][cH:28][cH:29][cH:30]2)[cH:31][cH:32]1>>[c:2]1([O:17][CH2:16][CH3:15])[c:3]([NH:8][C:9](=[O:10])[O:11][CH2:12][CH3:13])[cH:4][cH:5][cH:6][cH:7]1. The reactants are IC1=C(C=CC=C1)[N+](=O)[O-] (2-iodo-1-nitrobenzene), COC=1C=C2C=CC(=CC2=CC1)B(O)O ((6-methoxynaphthalen-2-yl)boronic acid), C(C)(=O)OCC (Ethyl acetate), C([O-])([O-])=O.[Na+].[Na+] (sodium carbonate). The reagents and catalysts are C=1C=CC(=CC1)[P](C=2C=CC=CC2)(C=3C=CC=CC3)[Pd]([P](C=4C=CC=CC4)(C=5C=CC=CC5)C=6C=CC=CC6)([P](C=7C=CC=CC7)(C=8C=CC=CC8)C=9C=CC=CC9)[P](C=1C=CC=CC1)(C=1C=CC=CC1)C=1C=CC=CC1 (tetrakis(triphenylphosphine)palladium(0)). Run in C1(=CC=CC=C1)C (toluene). Run at temperature 110 celsius, time 7 hour. Product: COC1=CC2=CC=C(C=C2C=C1)C1=C(C=CC=C1)[N+](=O)[O-] (2-Methoxy-6-(2-nitrophenyl)naphthalene). The yield is 42.8%. RXN SMILES: I[C:2]1[CH:7]=[CH:6][CH:5]=[CH:4][C:3]=1[N+:8]([O-:10])=[O:9].[CH3:11][O:12][C:13]1[CH:14]=[C:15]2[C:20](=[CH:21][CH:22]=1)[CH:19]=[C:18](B(O)O)[CH:17]=[CH:16]2.C(=O)([O-])[O-].[Na+].[Na+].C(OCC)(=O)C>C1(C)C=CC=CC=1.C1C=CC([P]([Pd]([P](C2C=CC=CC=2)(C2C=CC=CC=2)C2C=CC=CC=2)([P](C2C=CC=CC=2)(C2C=CC=CC=2)C2C=CC=CC=2)[P](C2C=CC=CC=2)(C2C=CC=CC=2)C2C=CC=CC=2)(C2C=CC=CC=2)C2C=CC=CC=2)=CC=1>[CH3:11][O:12][C:13]1[CH:22]=[CH:21][C:20]2[C:15](=[CH:16][CH:17]=[C:18]([C:2]3[CH:7]=[CH:6][CH:5]=[CH:4][C:3]=3[N+:8]([O-:10])=[O:9])[CH:19]=2)[CH:14]=1 |f:2.3.4,^1:48,50,69,88|. Procedure: To a suspension of 2-iodo-1-nitrobenzene (2.5 g), (6-methoxynaphthalen-2-yl)boronic acid (2.9 g) and tetrakis(triphenylphosphine)palladium(0) (600 mg) in toluene (50 ml) was added an aqueous solution of 2N sodium carbonate (15 ml) under a nitrogen atmosphere, and the solution was stirred for 7 hours at 110° C. Ethyl acetate was added thereto, the solution was filtered through celite pad, extracted with ethyl acetate, then sequentially washed with water and brine, dried over anhydrous magnesium s... Reactants: CC(C)([O-])C.[Na+] (Sodium tert-butoxide), FC=1C=CC(=C(C1)C(CC(CNC1=C2C=NN(C2=CC(=C1)C)C=1C=C(C(=O)OCC2=CC=CC=C2)C=CC1)(C(F)(F)F)O)(C)C)OC (phenylmethyl 3-(4-{[4-[5-fluoro-2-(methyloxy)phenyl]-2-hydroxy-4-methyl-2-(trifluoromethyl)pentyl]amino}-6-methyl-1H-indazol-1-yl)benzoate), FC=1C=CC(=C(C1)C(CC(CNC1=C2C=NN(C2=CC(=C1)C)C=1C=C(C(=O)OCC2=CC=CC=C2)C=CC1)(C(F)(F)F)O)(C)C)OC (phenylmethyl 3-(4-{[4-[5-fluoro-2-(methyloxy)phenyl]-2-hydroxy-4-methyl-2-(trifluoromethyl)pentyl]amino}-6-methyl-1H-indazol-1-yl)benzoate). The solvent is C(C)O (ethanol). Run at time 75 minute. Product: FC=1C=CC(=C(C1)C(CC(CNC1=C2C=NN(C2=CC(=C1)C)C=1C=C(C(=O)OCC)C=CC1)(C(F)(F)F)O)(C)C)OC (Ethyl 3-(4-{[4-[5-fluoro-2-(methyloxy)phenyl]-2-hydroxy-4-methyl-2-(trifluoromethyl)pentyl]amino}-6-methyl-1H-indazol-1-yl)benzoate). Yield: 58.3%. Reaction SMILES: CC(C)([O-])C.[Na+].[F:7][C:8]1[CH:9]=[CH:10][C:11]([O:52][CH3:53])=[C:12]([C:14]([CH3:51])([CH3:50])[CH2:15][C:16]([OH:49])([C:45]([F:48])([F:47])[F:46])[CH2:17][NH:18][C:19]2[CH:27]=[C:26]([CH3:28])[CH:25]=[C:24]3[C:20]=2[CH:21]=[N:22][N:23]3[C:29]2[CH:30]=[C:31]([CH:42]=[CH:43][CH:44]=2)[C:32]([O:34][CH2:35][C:36]2C=CC=CC=2)=[O:33])[CH:13]=1>C(O)C>[F:7][C:8]1[CH:9]=[CH:10][C:11]([O:52][CH3:53])=[C:12]([C:14]([CH3:50])([CH3:51])[CH2:15][C:16]([OH:49])([C:45]([F:46])([F:48])[F:47])[CH2:17][NH:18][C:19]2[CH:27]=[C:26]([CH3:28])[CH:25]=[C:24]3[C:20]=2[CH:21]=[N:22][N:23]3[C:29]2[CH:30]=[C:31]([CH:42]=[CH:43][CH:44]=2)[C:32]([O:34][CH2:35][CH3:36])=[O:33])[CH:13]=1 |f:0.1|. Procedure: Sodium tert-butoxide (4 mg, 0.042 mmol) was added to a solution of phenylmethyl 3-(4-{[4-[5-fluoro-2-(methyloxy)phenyl]-2-hydroxy-4-methyl-2-(trifluoromethyl)pentyl]amino}-6-methyl-1H-indazol-1-yl)benzoate (Intermediate 30, 23 mg, 0.035 mmol) in ethanol (3 mL) and the mixture stirred at room temperature for 75 min. The mixture was then partitioned between dichloromethane (20 mL) and aqueous ammonium chloride (20 mL). The organic layer was separated, passed through a hydrophobic frit and evaporat... Reactants: C(C1=CC=CC=C1)OC1=C(OC=CC1=O)C(CC(NC(=O)O)(C=1OC=CC(C1OCC1=CC=CC=C1)=O)C=1OC=CC(C1OCC1=CC=CC=C1)=O)NC(C1=C(C=CC=C1)C)=O (N-(Tris(3-benzyloxy-4-oxo-4H-pyran-2-yl)carboxyaminopropyl)methyl benzamide). Solvent: C(C)(=O)O (acetic acid), Cl (hydrochloric acid). The product is OC1=C(OC=CC1=O)C(CC(NC(=O)O)(C=1OC=CC(C1O)=O)C=1OC=CC(C1O)=O)NC(C1=C(C=CC=C1)C)=O (N-(Tris(-3-hydroxy-4-oxo-4H-pyran-2-yl)carboxyaminopropyl)methyl benzamide). The yield is 114.7%. Reaction SMILES: C([O:8][C:9]1[C:14](=[O:15])[CH:13]=[CH:12][O:11][C:10]=1[CH:16]([NH:53][C:54](=[O:62])[C:55]1[CH:60]=[CH:59][CH:58]=[CH:57][C:56]=1[CH3:61])[CH2:17][C:18]([C:38]1[O:39][CH:40]=[CH:41][C:42](=[O:52])[C:43]=1[O:44]CC1C=CC=CC=1)([C:23]1[O:24][CH:25]=[CH:26][C:27](=[O:37])[C:28]=1[O:29]CC1C=CC=CC=1)[NH:19][C:20]([OH:22])=[O:21])C1C=CC=CC=1>C(O)(=O)C.Cl>[OH:8][C:9]1[C:14](=[O:15])[CH:13]=[CH:12][O:11][C:10]=1[CH:16]([NH:53][C:54](=[O:62])[C:55]1[CH:60]=[CH:59][CH:58]=[CH:57][C:56]=1[CH3:61])[CH2:17][C:18]([C:23]1[O:24][CH:25]=[CH:26][C:27](=[O:37])[C:28]=1[OH:29])([C:38]1[O:39][CH:40]=[CH:41][C:42](=[O:52])[C:43]=1[OH:44])[NH:19][C:20]([OH:22])=[O:21]. Procedure details: A solution of 4c (0.20 g, 0.20 mmol) in glacial acetic acid (2 ml) and concentrated hydrochloric acid (2 ml) was stirred at room temperature for 18 h. The reaction mixture was concentrated in vacuo, the residue azeotroped several times with methanol (10 ml) to afford the title compound 6 (130 mg, 90%) as a red-orange solid.